From a dataset of the Open Reaction Database (ORD), a public repository of structured organic reaction records. describe an organic reaction: reactants, conditions, products, and yield Starting materials: Cl (hydrochloric acid), C(C)(=O)C1=C(C(=C(CSC2=NN=C(S2)SCC(=O)OCC)C=C1)CCC)O (ethyl [[5-[(4-acetyl-3-hydroxy-2-propylbenzyl)thio]1,3,4-thiadiazol-2-yl]thio]acetate), [OH-].[Na+] (sodium hydroxide), [OH-].[Na+] (sodium hydroxide), C(C)(=O)OCC (ethyl acetate). The solvent is CO (methanol). Conditions: temperature 60 celsius, time 30 minute. The product is C(C)(=O)C1=C(C(=C(CSC2=NN=C(S2)SCC(=O)O)C=C1)CCC)O ([[5-[(4-acetyl-3-hydroxy-2-propylbenzyl)thio]-1,3,4-thiadiazol-2-yl]thio]acetic acid). The yield is 81.9%. As a reaction SMILES: [C:1]([C:4]1[CH:23]=[CH:22][C:7]([CH2:8][S:9][C:10]2[S:14][C:13]([S:15][CH2:16][C:17]([O:19]CC)=[O:18])=[N:12][N:11]=2)=[C:6]([CH2:24][CH2:25][CH3:26])[C:5]=1[OH:27])(=[O:3])[CH3:2].[OH-].[Na+].C(OCC)(=O)C.Cl>CO>[C:1]([C:4]1[CH:23]=[CH:22][C:7]([CH2:8][S:9][C:10]2[S:14][C:13]([S:15][CH2:16][C:17]([OH:19])=[O:18])=[N:12][N:11]=2)=[C:6]([CH2:24][CH2:25][CH3:26])[C:5]=1[OH:27])(=[O:3])[CH3:2] |f:1.2|. Reported procedure: In 7.8 ml of 90% methanol was dissolved 0.98 g of ethyl [[5-[(4-acetyl-3-hydroxy-2-propylbenzyl)thio]-1,3,4-thiadiazol-2-yl]thio]acetate obtained in Example 1 with heating at 60° C. Further 6.1 ml of a 1N aqueous sodium hydroxide solution was added to the solution followed by stirring at 60° C. for 30 minutes. A 1N aqueous sodium hydroxide solution and ethyl acetate were added to the reaction mixture to fractionate. The aqueous phase was made acidic with a 1N hydrochloric acid and extracted with... The reactants are Cc1cc(SCC2=C(C(=O)O)N3C(=O)C(NC(=O)C(=O)c4csc(N)n4)C3SC2)n2ncc(C(N)=O)c2n1, NOCS(=O)(=O)c1ccc(O)c(O)c1. Product: Cc1cc(SCC2=C(C(=O)O)N3C(=O)C(NC(=O)C(=NOCS(=O)(=O)c4ccc(O)c(O)c4)c4csc(N)n4)C3SC2)n2ncc(C(N)=O)c2n1. As a reaction SMILES: [NH2:1][c:2]1[s:3][cH:4][c:5]([C:7]([C:8](=[O:9])[NH:10][CH:11]2[CH:12]3[S:13][CH2:14][C:15]([CH2:23][S:24][c:25]4[cH:26][c:27]([CH3:37])[n:28][c:29]5[n:30]4[n:31][cH:32][c:33]5[C:34]([NH2:35])=[O:36])=[C:16]([C:20](=[O:21])[OH:22])[N:17]3[C:18]2=[O:19])=[O:38])[n:6]1.[NH2:39][O:40][CH2:41][S:42](=[O:43])(=[O:44])[c:45]1[cH:46][c:47]([OH:52])[c:48]([OH:49])[cH:50][cH:51]1>>[NH2:1][c:2]1[s:3][cH:4][c:5]([C:7]([C:8](=[O:9])[NH:10][CH:11]2[CH:12]3[S:13][CH2:14][C:15]([CH2:23][S:24][c:25]4[cH:26][c:27]([CH3:37])[n:28][c:29]5[n:30]4[n:31][cH:32][c:33]5[C:34]([NH2:35])=[O:36])=[C:16]([C:20](=[O:21])[OH:22])[N:17]3[C:18]2=[O:19])=[N:39][O:40][CH2:41][S:42](=[O:43])(=[O:44])[c:45]2[cH:46][c:47]([OH:52])[c:48]([OH:49])[cH:50][cH:51]2)[n:6]1.